Dataset: the Open Reaction Database (ORD), a public repository of structured organic reaction records. Task: describe an organic reaction: reactants, conditions, products, and yield Starting materials: OCCBr, CCCCc1c(OCCO)c2cccnc2n(-c2ccccc2)c1=O, [H-], [Na+], C1COCCO1. Yields the product CCCCc1c(OCCOCCO)c2cccnc2n(-c2ccccc2)c1=O. As a reaction SMILES: [Br:28][CH2:29][CH2:30][OH:31].[CH2:1]([CH2:2][CH2:3][CH3:4])[c:5]1[c:6](=[O:25])[n:7](-[c:19]2[cH:20][cH:21][cH:22][cH:23][cH:24]2)[c:8]2[n:9][cH:10][cH:11][cH:12][c:13]2[c:14]1[O:15][CH2:16][CH2:17][OH:18].[H-:26].[Na+:27].[O:32]1[CH2:33][CH2:34][O:35][CH2:36][CH2:37]1>>[CH2:1]([CH2:2][CH2:3][CH3:4])[c:5]1[c:6](=[O:25])[n:7](-[c:19]2[cH:20][cH:21][cH:22][cH:23][cH:24]2)[c:8]2[n:9][cH:10][cH:11][cH:12][c:13]2[c:14]1[O:15][CH2:16][CH2:17][O:18][CH2:29][CH2:30][OH:31].